describe an organic reaction: reactants, conditions, products, and yield From a dataset of the Open Reaction Database (ORD), a public repository of structured organic reaction records. Reactants: [BH4-], N#Cc1cccc(C=O)c1, Cc1ccccc1, NCCO, [Na+]. The product is N#Cc1cccc(CNCCO)c1. As a reaction SMILES: [BH4-:15].[C:5](#[N:6])[c:7]1[cH:8][c:9]([CH:10]=[O:11])[cH:12][cH:13][cH:14]1.[CH3:17][c:18]1[cH:19][cH:20][cH:21][cH:22][cH:23]1.[NH2:1][CH2:2][CH2:3][OH:4].[Na+:16]>>[NH:1]([CH2:2][CH2:3][OH:4])[CH2:10][c:9]1[cH:8][c:7]([C:5]#[N:6])[cH:14][cH:13][cH:12]1. Reactants: solution, Cl (hydrogen chloride), C(C)(C)(C)OC(=O)N1C[C@@H](OCC1)COC1=C(C=CC=C1)CCC1=CC(=CC=C1)OC ((R)-4-t-butoxycarbonyl-2-{2-[2-(3-methoxyphenyl)ethyl]phenoxymethyl}morpholine). The solvent is O1CCOCC1 (dioxane), O1CCOCC1 (dioxane). Reaction conditions: time 30 minute. The product is Cl.COC=1C=C(C=CC1)CCC1=C(OC[C@H]2CNCCO2)C=CC=C1 ((R)-2-{2-[2-(3-Methoxyphenyl)ethyl]phenoxymethyl}morpholine hydrochloride). Yield: 86.0%. Reaction SMILES: [ClH:1].C(OC([N:9]1[CH2:14][CH2:13][O:12][C@@H:11]([CH2:15][O:16][C:17]2[CH:22]=[CH:21][CH:20]=[CH:19][C:18]=2[CH2:23][CH2:24][C:25]2[CH:30]=[CH:29][CH:28]=[C:27]([O:31][CH3:32])[CH:26]=2)[CH2:10]1)=O)(C)(C)C>O1CCOCC1>[ClH:1].[CH3:32][O:31][C:27]1[CH:26]=[C:25]([CH2:24][CH2:23][C:18]2[CH:19]=[CH:20][CH:21]=[CH:22][C:17]=2[O:16][CH2:15][C@@H:11]2[O:12][CH2:13][CH2:14][NH:9][CH2:10]2)[CH:30]=[CH:29][CH:28]=1 |f:3.4|. Reported procedure: 10 ml of a 4N solution of hydrogen chloride in dioxane were added to a solution of 1.68 g of (R)-4-t-butoxycarbonyl-2-{2-[2-(3-methoxyphenyl)ethyl]phenoxymethyl}morpholine [prepared as described in step (a) above] in 10 ml of dioxane, and the resulting mixture was allowed to stand at room temperature for 30 minutes. At the end of this time, the solvent was removed by distillation under reduced pressure, and the resulting residue was dissolved in a small amount of methylene chloride. Ethyl acetat... The reactants are C1(CCC2=CC=CC=C12)=O (1-indanone), Cl.C1(=CC=CC=C1)N(N)C1=CC=CC=C1 (N,N-diphenylhydrazine hydrochloride). Product: C1(=CC=CC=C1)N1C2=C(C=3C=CC=CC13)CC1=CC=CC=C12 (5-phenyl 5,10-dihydroindeno[1,2-b]indole). RXN SMILES: [C:1]1(=O)[C:9]2[C:4](=[CH:5][CH:6]=[CH:7][CH:8]=2)[CH2:3][CH2:2]1.Cl.[C:12]1([N:18]([C:20]2[CH:25]=[CH:24][CH:23]=[CH:22][CH:21]=2)N)[CH:17]=[CH:16][CH:15]=[CH:14][CH:13]=1>>[C:20]1([N:18]2[C:12]3[CH:13]=[CH:14][CH:15]=[CH:16][C:17]=3[C:2]3[CH2:3][C:4]4[C:9]([C:1]2=3)=[CH:8][CH:7]=[CH:6][CH:5]=4)[CH:21]=[CH:22][CH:23]=[CH:24][CH:25]=1 |f:1.2|. Procedure details: The general procedure of Example A is followed. The reaction of 1-indanone and N,N-diphenylhydrazine hydrochloride gives 5-phenyl 5,10-dihydroindeno[1,2-b]indole. It then reacts with n-butyllithium to produce its lithium salt, which in turn reacts with zirconium tetrachloride to produce Catalyst II. The reactants are CC(=O)CCl, Sc1ccc(Cl)cc1. The product is CC(=O)CSc1ccc(Cl)cc1. As a reaction SMILES: [CH3:1][C:2](=[O:3])[CH2:4][Cl:5].[Cl:6][c:7]1[cH:8][cH:9][c:10]([SH:13])[cH:11][cH:12]1>>[CH3:1][C:2](=[O:3])[CH2:4][S:13][c:10]1[cH:9][cH:8][c:7]([Cl:6])[cH:12][cH:11]1. Starting materials: C1(=CC=CC=C1)C1(C(CCC1)C(=O)OC)CC=C (2-Phenyl-2-(2-propenyl)-1-methoxycarbonylcyclopentane), [OH-].[K+] (potassium hydroxide). Product: C1(=CC=CC=C1)C1(C(CCC1)C(=O)O)CC=C (2-phenyl-2-(2-propenyl)-1-hydroxycarbonylcyclopentane). Reaction SMILES: [C:1]1([C:7]2([CH2:16][CH:17]=[CH2:18])[CH2:11][CH2:10][CH2:9][CH:8]2[C:12]([O:14]C)=[O:13])[CH:6]=[CH:5][CH:4]=[CH:3][CH:2]=1.[OH-].[K+]>>[C:1]1([C:7]2([CH2:16][CH:17]=[CH2:18])[CH2:11][CH2:10][CH2:9][CH:8]2[C:12]([OH:14])=[O:13])[CH:6]=[CH:5][CH:4]=[CH:3][CH:2]=1 |f:1.2|. Reported procedure: 2-Phenyl-2-(2-propenyl)-1-methoxycarbonylcyclopentane was hydrolyzed by reaction with aqueous potassium hydroxide to provide 2-phenyl-2-(2-propenyl)-1-hydroxycarbonylcyclopentane. The reactants are BrC=1C=CC=C2C=CC(=NC12)C1=CC=CC2=CC=CC=C12 (8-bromo-2-(1-naphthyl)quinoline), C(C)(C)C1=C(N)C(=CC=C1)C(C)C (2,6-diisopropylaniline), C1(CCCCC1)P(C1=C(C=CC=C1)C1=C(C=CC=C1)N(C)C)C1CCCCC1 (N-[2′-(dicyclohexylphosphino)[1,1′-biphenyl]-2-yl]-N,N-dimethylamine), C1(=CC=CC=C1)C (toluene). The reagents and catalysts are C=1C=CC(=CC1)/C=C/C(=O)/C=C/C2=CC=CC=C2.C=1C=CC(=CC1)/C=C/C(=O)/C=C/C2=CC=CC=C2.[Pd] (Pd(dba)2). Run in O (water). Run at temperature 105 celsius, time 8 hour. Yields the product C(C)(C)C1=C(C(=CC=C1)C(C)C)NC=1C=CC=C2C=CC(=NC12)C1=CC=CC2=CC=CC=C12 (N-(2,6-Diisopropylphenyl)-2-(1-naphthyl)-8-quinolinamine). Reaction SMILES: Br[C:2]1[CH:3]=[CH:4][CH:5]=[C:6]2[C:11]=1[N:10]=[C:9]([C:12]1[C:21]3[C:16](=[CH:17][CH:18]=[CH:19][CH:20]=3)[CH:15]=[CH:14][CH:13]=1)[CH:8]=[CH:7]2.[CH:22]([C:25]1[CH:31]=[CH:30][CH:29]=[C:28]([CH:32]([CH3:34])[CH3:33])[C:26]=1[NH2:27])([CH3:24])[CH3:23].C1(P(C2CCCCC2)C2C=CC=CC=2C2C=CC=CC=2N(C)C)CCCCC1.C1(C)C=CC=CC=1>C1C=CC(/C=C/C(/C=C/C2C=CC=CC=2)=O)=CC=1.C1C=CC(/C=C/C(/C=C/C2C=CC=CC=2)=O)=CC=1.[Pd].O>[CH:32]([C:28]1[CH:29]=[CH:30][CH:31]=[C:25]([CH:22]([CH3:24])[CH3:23])[C:26]=1[NH:27][C:2]1[CH:3]=[CH:4][CH:5]=[C:6]2[C:11]=1[N:10]=[C:9]([C:12]1[C:21]3[C:16](=[CH:17][CH:18]=[CH:19][CH:20]=3)[CH:15]=[CH:14][CH:13]=1)[CH:8]=[CH:7]2)([CH3:34])[CH3:33] |f:4.5.6|. Procedure: A mixture of 8-bromo-2-(1-naphthyl)quinoline (2.03 g, 6 mmol), 2,6-diisopropylaniline (1.3 ml, 7 mmol), Pd(dba)2 (72 mg, 0.12 mmol), L=(N-[2′-(dicyclohexylphosphino)[1,1′-biphenyl]-2-yl]-N,N-dimethylamine (94 mg, 0.24 mmol), NadtBu (0.72 g, 7.2 mol) and toluene (15 mL) is stirred for 8 h under an argon atmosphere at 105° C. in an oil bath. The mixture is then poured into water and extracted with benzene (3×50 mL). The combined organic phase is washed with water and brine, and is then concentrate...